This data is from the Open Reaction Database (ORD), a public repository of structured organic reaction records. The task is: describe an organic reaction: reactants, conditions, products, and yield The reactants are CCC1(c2cc(F)c(Br)c(F)c2)OCCO1, CC(=O)O, CCOC(C)=O, Cl, C1CCOC1. Yields the product CCC(=O)c1cc(F)c(Br)c(F)c1. RXN SMILES: [Br:1][c:2]1[c:3]([F:16])[cH:4][c:5]([C:9]2([CH2:14][CH3:15])[O:10][CH2:13][CH2:12][O:11]2)[cH:6][c:7]1[F:8].[C:17]([OH:18])(=[O:19])[CH3:20].[CH3:27][CH2:28][O:29][C:30](=[O:31])[CH3:32].[ClH:26].[O:21]1[CH2:22][CH2:23][CH2:24][CH2:25]1>>[Br:1][c:2]1[c:3]([F:16])[cH:4][c:5]([C:9](=[O:10])[CH2:14][CH3:15])[cH:6][c:7]1[F:8].